Dataset: the Open Reaction Database (ORD), a public repository of structured organic reaction records. Task: describe an organic reaction: reactants, conditions, products, and yield Starting materials: ClCCCBr, ClCCl, CCCC[N+](CCCC)(CCCC)CCCC, [Cl-], [K+], [OH-], O=C(C1=Cc2ccc(O)cc21)N1CCCCC1. Product: O=C(C1=Cc2ccc(OCCCCl)cc21)N1CCCCC1. RXN SMILES: [Br:1][CH2:2][CH2:3][CH2:4][Cl:5].[CH2:43]([Cl:44])[Cl:45].[CH3:26][CH2:27][CH2:28][CH2:29][N+:30]([CH2:31][CH2:32][CH2:33][CH3:34])([CH2:35][CH2:36][CH2:37][CH3:38])[CH2:39][CH2:40][CH2:41][CH3:42].[Cl-:25].[K+:24].[OH-:23].[OH:6][c:7]1[cH:8][cH:9][c:10]2[c:11]([cH:22]1)[C:12]([C:14](=[O:15])[N:16]1[CH2:17][CH2:18][CH2:19][CH2:20][CH2:21]1)=[CH:13]2>>[CH2:2]([CH2:3][CH2:4][Cl:5])[O:6][c:7]1[cH:8][cH:9][c:10]2[c:11]([cH:22]1)[C:12]([C:14](=[O:15])[N:16]1[CH2:17][CH2:18][CH2:19][CH2:20][CH2:21]1)=[CH:13]2.